From a dataset of the Open Reaction Database (ORD), a public repository of structured organic reaction records. describe an organic reaction: reactants, conditions, products, and yield Starting materials: C(C)(=O)C=1C=CC2=C(C[C@](O2)(C(=O)OC)CC)C1 (Methyl (2S)-5-acetyl-2-ethyl-2,3-dihydro-benzofuran-2-carboxylate), ClC1=CC(=CC=C1)C(=O)OO (m-chloroperbenzoic acid), C(=O)(O)[O-].[Na+] (NaHCO3). Run in ClCCl (dichloromethane). The product is COC(=O)C1(OC2=C(C1)C=C(C=C2)O)CC (2-Ethyl-5-hydroxy-2,3-dihydro-benzofuran-2-carboxylic acid methyl ester). Reaction SMILES: C([C:4]1[CH:5]=[CH:6][C:7]2[O:11][C@:10]([CH2:16][CH3:17])([C:12]([O:14][CH3:15])=[O:13])[CH2:9][C:8]=2[CH:18]=1)(=O)C.ClC1C=CC=C(C(OO)=[O:27])C=1.C([O-])(O)=O.[Na+]>ClCCl>[CH3:15][O:14][C:12]([C:10]1([CH2:16][CH3:17])[CH2:9][C:8]2[CH:18]=[C:4]([OH:27])[CH:5]=[CH:6][C:7]=2[O:11]1)=[O:13] |f:2.3|. Reported procedure: Methyl (2S)-5-acetyl-2-ethyl-2,3-dihydro-benzofuran-2-carboxylate (3.8 g, ca. 15 mmol), m-chloroperbenzoic acid (70%, 7.7 g, 30 mmol) and NaHCO3 (3.8 g, 45 mmol) in dichloromethane (150 mL) was stirred under reflux for 2 hrs. The reaction mixture was washed successively with saturated aqueous sodium sulfite (100 mL) and aqueous NaHCO3 (2×100 mL). After removal of solvent, the residue was dissolved in methanol (100 mL) and treated with aqueous KOH (5 N, 3 mL) at 0° C. for 5 min. The reaction was ... Reactants: NC=1C=C(C=CC1)O (m-Aminophenol), CN(C(=O)Cl)C (N,N-dimethylcarbamoyl chloride). Solvent: O1CCCC1 (tetrahydrofuran). Run at temperature 30 celsius, time 4 hour. Product: OC=1C=C(C=CC1)NC(=O)N(C)C (N-(3-hydroxyphenyl)-N',N'-dimethylurea). As a reaction SMILES: [NH2:1][C:2]1[CH:3]=[C:4]([OH:8])[CH:5]=[CH:6][CH:7]=1.[CH3:9][N:10]([CH3:14])[C:11](Cl)=[O:12]>O1CCCC1>[OH:8][C:4]1[CH:3]=[C:2]([NH:1][C:11]([N:10]([CH3:14])[CH3:9])=[O:12])[CH:7]=[CH:6][CH:5]=1. Procedure: m-Aminophenol (10 g) and N,N-dimethylcarbamoyl chloride (7.42 g) are dissolved in tetrahydrofuran (65 ml) and the solution is stirred at 30° C. for 4 hours. The solvent is evaporated under reduced pressure and the solid residue is suspended in water. The mixture is filtered, washed well with water, and dried in a desiccator to give N-(3-hydroxyphenyl)-N',N'-dimethylurea which melts at 198° C. (decomp.) as measured on a Kofler bench. (U.S. Pat. No. 3,488,376 reports m.pt. 194°-197° C.).